The task is: describe an organic reaction: reactants, conditions, products, and yield. This data is from the Open Reaction Database (ORD), a public repository of structured organic reaction records. Starting materials: ClC1=NC=2NC(N(C(C2N1CC=C)=O)CCCC1=NC(=NO1)CC1=C(C=C(C=C1)F)F)=O (8-chloro-1-(3-{3-[(2,4-difluorophenyl)methyl]-1,2,4-oxadiazol-5-yl}propyl)-7-(2-propen-1-yl)-3,7-dihydro-1H-purine-2,6-dione), ClC1=NC=2NC(N(C(C2N1CC=C)=O)CCCC(=O)OCC)=O (ethyl 4-[8-chloro-2,6-dioxo-7-(2-propen-1-yl)-2,3,6,7-tetrahydro-1H-purin-1-yl]butanoate). Yields the product ClC1=NC=2NC(N(C(C2N1CC=C)=O)CCCCC1=NC(=NO1)C1=NC=CC=C1)=O (8-Chloro-7-(2-propen-1-yl)-1-{4-[3-(2-pyridinyl)-1,2,4-oxadiazol-5-yl]butyl}-3,7-dihydro-1H-purine-2,6-dione). As a reaction SMILES: [Cl:1][C:2]1[N:10]([CH2:11][CH:12]=[CH2:13])[C:9]2[C:8](=[O:14])[N:7]([CH2:15][CH2:16][CH2:17][C:18]3ON=C(CC4C=CC(F)=CC=4F)N=3)[C:6](=[O:32])[NH:5][C:4]=2[N:3]=1.ClC1[N:42]([CH2:43][CH:44]=[CH2:45])[C:41]2[C:40](=O)N(CCCC(OCC)=O)[C:38](=[O:55])[NH:37][C:36]=2[N:35]=1>>[Cl:1][C:2]1[N:10]([CH2:11][CH:12]=[CH2:13])[C:9]2[C:8](=[O:14])[N:7]([CH2:15][CH2:16][CH2:17][CH2:18][C:38]3[O:55][N:35]=[C:36]([C:41]4[CH:40]=[CH:45][CH:44]=[CH:43][N:42]=4)[N:37]=3)[C:6](=[O:32])[NH:5][C:4]=2[N:3]=1. Procedure: Similarly prepared was 8-chloro-1-(3-{3-[(2,4-difluorophenyl)methyl]-1,2,4-oxadiazol-5-yl}propyl)-7-(2-propen-1-yl)-3,7-dihydro-1H-purine-2,6-dione using ethyl 4-[8-chloro-2,6-dioxo-7-(2-propen-1-yl)-2,3,6,7-tetrahydro-1H-purin-1-yl]butanoate. Starting materials: C#CCN, C1CCOC1, O=C(Cl)c1c2ccccc2cc2ccccc12. Product: C#CCNC(=O)c1c2ccccc2cc2ccccc12. As a reaction SMILES: [CH2:18]([C:19]#[CH:20])[NH2:21].[O:22]1[CH2:23][CH2:24][CH2:25][CH2:26]1.[cH:1]1[cH:2][cH:3][cH:4][c:5]2[cH:6][c:7]3[cH:8][cH:9][cH:10][cH:11][c:12]3[c:13]([C:15](=[O:16])[Cl:17])[c:14]12>>[cH:1]1[cH:2][cH:3][cH:4][c:5]2[cH:6][c:7]3[cH:8][cH:9][cH:10][cH:11][c:12]3[c:13]([C:15](=[O:16])[NH:21][CH2:18][C:19]#[CH:20])[c:14]12.